Dataset: the Open Reaction Database (ORD), a public repository of structured organic reaction records. Task: describe an organic reaction: reactants, conditions, products, and yield The reactants are CCCCCC (hexane), C(C)OC1=C(C=NC2=CC=C(C=C12)\C=C/1\C(NC(S1)=S)=O)C#N (4-ethoxy-6-[4-oxo-2-thioxo-thiazolidin-(5Z)-ylidenemethyl]-quinoline-3-carbonitrile), IC (iodomethane), C(C)(C)N(CC)C(C)C (DIEA). Run in C(C)O (ethanol). Conditions: time 24 hour. Product: C(C)OC1=C(C=NC2=CC=C(C=C12)\C=C/1\C(N=C(S1)SC)=O)C#N (4-ethoxy-6-[2-methylsulfanyl-4-oxo-4H-thiazol-(5Z)-ylidenemethyl]-quinoline-3-carbonitrile). Isolated yield 70.3%. As a reaction SMILES: [CH2:1]([O:3][C:4]1[C:13]2[C:8](=[CH:9][CH:10]=[C:11](/[CH:14]=[C:15]3/[C:16](=[O:21])[NH:17][C:18](=[S:20])[S:19]/3)[CH:12]=2)[N:7]=[CH:6][C:5]=1[C:22]#[N:23])[CH3:2].IC.[CH:26](N(C(C)C)CC)(C)C.CCCCCC>C(O)C>[CH2:1]([O:3][C:4]1[C:13]2[C:8](=[CH:9][CH:10]=[C:11](/[CH:14]=[C:15]3/[C:16](=[O:21])[N:17]=[C:18]([S:20][CH3:26])[S:19]/3)[CH:12]=2)[N:7]=[CH:6][C:5]=1[C:22]#[N:23])[CH3:2]. Reported procedure: To the suspension of 4-ethoxy-6-[4-oxo-2-thioxo-thiazolidin-(5Z)-ylidenemethyl]-quinoline-3-carbonitrile (example 14f) (1.7 g, 5 mmol), iodomethane (0.62 mL, 10 mmol) and DIEA (diisopropylethylamine) (1.7 mL, 10 mmol) in anhydrous ethanol (25 mL) was stirred at room temperature for 24 h. After adding hexane (50 mL), the solid was collected by filtration, washed with hexane and dried. Flash chromatography (Merck Silica gel 60, 230-400 mesh, 0%-5% methanol in methylene chloride in 30 min) afforded... The reactants are CCN(CC)S(F)(F)F, CCc1ccc(Cc2cc3c(cc2Cl)CCC32OC(CO)C(O)C(O)C2O)cc1, ClCCl. Yields the product CCc1ccc(Cc2cc3c(cc2Cl)CCC32OC(CF)C(O)C(O)C2O)cc1. Reaction SMILES: [CH2:30]([N:31]([S:32]([F:33])([F:34])[F:36])[CH2:35][CH3:37])[CH3:38].[Cl:1][c:2]1[cH:3][c:4]2[c:8]([cH:9][c:10]1[CH2:11][c:12]1[cH:13][cH:14][c:15]([CH2:18][CH3:19])[cH:16][cH:17]1)[C:7]1([CH2:6][CH2:5]2)[O:20][CH:21]([CH2:28][OH:29])[CH:22]([OH:27])[CH:23]([OH:26])[CH:24]1[OH:25].[Cl:39][CH2:40][Cl:41]>>[Cl:1][c:2]1[cH:3][c:4]2[c:8]([cH:9][c:10]1[CH2:11][c:12]1[cH:13][cH:14][c:15]([CH2:18][CH3:19])[cH:16][cH:17]1)[C:7]1([CH2:6][CH2:5]2)[O:20][CH:21]([CH2:28][F:36])[CH:22]([OH:27])[CH:23]([OH:26])[CH:24]1[OH:25]. Starting materials: ClCCl, O=C(OO)c1cccc(Cl)c1, CC(C)SC(Cl)=C(Cl)C#N. Product: CC(C)S(=O)C(Cl)=C(Cl)C#N. As a reaction SMILES: [CH2:22]([Cl:23])[Cl:24].[Cl:11][c:12]1[cH:13][cH:14][cH:15][c:16]([C:17]([O:18][OH:20])=[O:19])[cH:21]1.[Cl:1][C:2](=[C:3]([C:4]#[N:5])[Cl:6])[S:7][CH:8]([CH3:9])[CH3:10]>>[Cl:1][C:2](=[C:3]([C:4]#[N:5])[Cl:6])[S:7]([CH:8]([CH3:9])[CH3:10])=[O:19]. Reactants: CCOC(C)=O, Cc1cccc([N+](=O)[O-])c1S(C)(=O)=O. The product is Cc1cccc(N)c1S(C)(=O)=O. As a reaction SMILES: [CH3:15][CH2:16][O:17][C:18](=[O:19])[CH3:20].[CH3:1][c:2]1[c:3]([S:11](=[O:12])(=[O:13])[CH3:14])[c:4]([N+:8]([O-:9])=[O:10])[cH:5][cH:6][cH:7]1>>[CH3:1][c:2]1[c:3]([S:11](=[O:12])(=[O:13])[CH3:14])[c:4]([NH2:8])[cH:5][cH:6][cH:7]1. Run at temperature 0 celsius, time 15 hour. Solvent: C(Cl)(Cl)Cl (chloroform), C(Cl)(Cl)Cl (chloroform). Yields the product C(CCC)OC=CC(C(C(F)(F)Cl)(F)F)=O (1-Butoxy-5-chloro-4,4,5,5-tetrafluoropent-1-en-3-one). The reactants are O (water), ClC(C(C(=O)Cl)(F)F)(F)F (3-chlorotetrafluoropropionyl chloride), N1=CC=CC=C1 (pyridine), C(=C)OCCCC (butyl vinyl ether). RXN SMILES: [Cl:1][C:2]([F:10])([F:9])[C:3]([F:8])([F:7])[C:4](Cl)=[O:5].N1C=CC=CC=1.[CH:17]([O:19][CH2:20][CH2:21][CH2:22][CH3:23])=[CH2:18].O>C(Cl)(Cl)Cl>[CH2:20]([O:19][CH:17]=[CH:18][C:4](=[O:5])[C:3]([F:8])([F:7])[C:2]([Cl:1])([F:10])[F:9])[CH2:21][CH2:22][CH3:23]. Reported procedure: With stirring and at 0° C., 10.0 g (50.2 mmol) of 3-chlorotetrafluoropropionyl chloride—dissolved in ml of chloroform—were added to a mixture of 3.97 g (50.2 mmol) of pyridine and 5.03 g (50.2 mmol) of butyl vinyl ether in 80 ml of chloroform. After the addition, stirring was continued at room temperature for a further 15 h. 100 ml of water were then added to the mixture, and the organic phase was separated off, dried and concentrated. This gave 10.4 g (78% of theory) of a yellowish oil. Starting materials: O (Water), O (Water), Cl (HCl), C(C1=CC=CC=C1)OC(N(C1=CC(=CC=C1)OC1=CC(=C(C=C1)[N+](=O)[O-])C(OC)OC)C1CCCCC1)=O (Cyclohexyl-[3-(3-dimethoxymethyl-4-nitro-phenoxy)-phenyl]-carbamic acid benzyl ester). Run in C1CCOC1 (THF). Run at time 42 hour. The product is C(C1=CC=CC=C1)OC(N(C1=CC(=CC=C1)OC1=CC(=C(C=C1)[N+](=O)[O-])C=O)C1CCCCC1)=O (Cyclohexyl-[3-(3-formyl-4-nitro-phenoxy)-phenyl]-carbamic acid benzyl ester). RXN SMILES: [CH2:1]([O:8][C:9](=[O:38])[N:10]([CH:32]1[CH2:37][CH2:36][CH2:35][CH2:34][CH2:33]1)[C:11]1[CH:16]=[CH:15][CH:14]=[C:13]([O:17][C:18]2[CH:23]=[CH:22][C:21]([N+:24]([O-:26])=[O:25])=[C:20]([CH:27](OC)[O:28]C)[CH:19]=2)[CH:12]=1)[C:2]1[CH:7]=[CH:6][CH:5]=[CH:4][CH:3]=1.O.Cl>C1COCC1>[CH2:1]([O:8][C:9](=[O:38])[N:10]([CH:32]1[CH2:37][CH2:36][CH2:35][CH2:34][CH2:33]1)[C:11]1[CH:16]=[CH:15][CH:14]=[C:13]([O:17][C:18]2[CH:23]=[CH:22][C:21]([N+:24]([O-:26])=[O:25])=[C:20]([CH:27]=[O:28])[CH:19]=2)[CH:12]=1)[C:2]1[CH:3]=[CH:4][CH:5]=[CH:6][CH:7]=1. Procedure: Cyclohexyl-[3-(3-dimethoxymethyl-4-nitro-phenoxy)-phenyl]-carbamic acid benzyl ester (0.0027 mol) was dissolved in THF (12 mL). Water (6 mL) and 12N HCl (3 mL) were added and the reaction mixture was stirred for 42 hours at room temperature. Water was added. This mixture was extracted with diisopropyl ether. The organic layer was separated, washed with a 10% aqueous NaHCO3 solution and then with water, dried (MgSO4) and filtered. The solvent was then evaporated to yield a residue that was used i... Reactants: FF (fluorine), FF (fluorine), C(C(=C)C)(=O)O (methacrylic acid), FC(CCCO)=C(F)F (4,5,5-trifluoropent-4-en-1-ol). The product is C(C(=C)C)(=O)OCCCC(=C(F)F)F (4,5,5-trifluoropent-4-enyl methacrylate). Yield: 43.0%. Reaction SMILES: FF.[C:3]([OH:8])(=[O:7])[C:4]([CH3:6])=[CH2:5].[F:9][C:10](=[C:15]([F:17])[F:16])[CH2:11][CH2:12][CH2:13]O>>[C:3]([O:8][CH2:13][CH2:12][CH2:11][C:10]([F:9])=[C:15]([F:17])[F:16])(=[O:7])[C:4]([CH3:6])=[CH2:5]. Procedure details: A fluorine based polymer was also tested to provide a plasma reactive functionality. The fluorine based monomer used to form the polymer was synthesized by the reaction of methacrylic acid and 4,5,5-trifluoropent-4-en-1-ol to yield 4,5,5-trifluoropent-4-enyl methacrylate. This yield was about 43%. The chemical structure of 4,5,5-trifluoropent-4-enyl methacrylate is shown in Formula (IV): The reactants are [C-]#[O+], c1c(cc2c(c1OCc1ccccc1)CN(CC2)C(OC(C)(C)C)=O)Br. The reagents and catalysts are c1ccc(cc1)-c2c3ccccc3cc4ccccc24 (9-Phenylanthracene), CCN(C(C)C)C(C)C (DIPEA), Xantphos Pd G2. Run in CN(C)C=O  (DMF). Reaction conditions: temperature 90 celsius, time 18 hour. The product is CC(C)(C)OC(=O)N1CCc2cc(C=O)cc(OCc3ccccc3)c2C1. RXN SMILES: [CH3:1][C:2]([O:5][C:6]([N:8]1[CH2:25][c:24]([c:11]2[CH2:10][CH2:9]1)[c:15]([O:16][CH2:17][c:18]3[cH:23][cH:22][cH:21][cH:20][cH:19]3)[cH:14][c:13](Br)[cH:12]2)=[O:7])([CH3:4])[CH3:3].[C-:26]#[O+:27]>>[CH3:1][C:2]([O:5][C:6]([N:8]1[CH2:25][c:24]([c:11]2[CH2:10][CH2:9]1)[c:15]([O:16][CH2:17][c:18]3[cH:23][cH:22][cH:21][cH:20][cH:19]3)[cH:14][c:13]([CH:26]=[O:27])[cH:12]2)=[O:7])([CH3:4])[CH3:3]. Starting materials: ClC1=C(C=C(C=N1)S(=O)(=O)N1C=C(C=C1C1=CC=CC=C1)CN(C(OC(C)(C)C)=O)C)C (tert-butyl {[1-(6-chloro-5-methyl-3-pyridinesulfonyl)-5-phenyl-1H-pyrrol-3-yl]methyl}methylcarbamate), NN (hydrazine), O1CCCC1 (tetrahydrofuran), C(O)([O-])=O.[Na+] (sodium hydrogencarbonate). The product is C(\C=C\C(=O)O)(=O)O.CNCC1=CN(C(=C1)C1=CC=CC=C1)S(=O)(=O)C=1C=NC=C(C1)C (N-Methyl-1-[1-(5-methyl-3-pyridinesulfonyl)-5-phenyl-1H-pyrrol-3-yl]methanamine fumarate). RXN SMILES: Cl[C:2]1[N:7]=[CH:6][C:5]([S:8]([N:11]2[C:15]([C:16]3[CH:21]=[CH:20][CH:19]=[CH:18][CH:17]=3)=[CH:14][C:13]([CH2:22][N:23](C)[C:24](=O)OC(C)(C)C)=[CH:12]2)(=[O:10])=[O:9])=[CH:4][C:3]=1[CH3:32].NN.[C:35](=[O:38])([O-:37])O.[Na+].[O:40]1[CH2:44][CH2:43][CH2:42]C1>>[C:44]([OH:40])(=[O:9])/[CH:43]=[CH:42]/[C:35]([OH:37])=[O:38].[CH3:24][NH:23][CH2:22][C:13]1[CH:14]=[C:15]([C:16]2[CH:17]=[CH:18][CH:19]=[CH:20][CH:21]=2)[N:11]([S:8]([C:5]2[CH:6]=[N:7][CH:2]=[C:3]([CH3:32])[CH:4]=2)(=[O:10])=[O:9])[CH:12]=1 |f:2.3,5.6|. Procedure: To a solution (5 mL) of tert-butyl {[1-(6-chloro-5-methyl-3-pyridinesulfonyl)-5-phenyl-1H-pyrrol-3-yl]methyl}methylcarbamate (237 mg) in tetrahydrofuran was added hydrazine (160 mg) with stirring at room temperature. After stirring at the same temperature for 3 hr, saturated aqueous sodium hydrogencarbonate solution was added and the mixture was extracted with ethyl acetate. The extract was washed with water and saturated brine, dried over anhydrous magnesium sulfate, and concentrated under redu...